Dataset: the Open Reaction Database (ORD), a public repository of structured organic reaction records. Task: describe an organic reaction: reactants, conditions, products, and yield The reactants are C1CCOC1, Cc1c(O)cn2ncnc(Oc3ccccc3)c12, CS, [Na], O. The product is CSc1ncnn2cc(O)c(C)c12. Reaction SMILES: [CH2:19]1[O:20][CH2:21][CH2:22][CH2:23]1.[CH3:1][c:2]1[c:3]([OH:18])[cH:4][n:5]2[n:6][cH:7][n:8][c:9]([O:11][c:12]3[cH:13][cH:14][cH:15][cH:16][cH:17]3)[c:10]12.[CH3:24][SH:25].[Na:26].[OH2:27]>>[CH3:1][c:2]1[c:3]([OH:18])[cH:4][n:5]2[n:6][cH:7][n:8][c:9]([S:25][CH3:24])[c:10]12. Starting materials: [H-].[Na+] (sodium hydride), FC(C(C)(O)C1=CC=CC=C1)(F)F (1,1,1-trifluoro-2-phenylpropan-2-ol), C1(=CC=C(C=C1)S(=O)(=O)Cl)C (toluene-4-sulfonyl chloride). Solvent: C(C)OCC (diethyl ether). Conditions: time 1 hour. Yields the product FC(C(C)(OS(=O)(=O)C1=CC=C(C=C1)C)C1=CC=CC=C1)(F)F (1,1,1-trifluoro-2-phenyl-2-(toluene-4-sulfonyloxy)-propane). The yield is 49.9%. RXN SMILES: [H-].[Na+].[F:3][C:4]([F:15])([F:14])[C:5]([C:8]1[CH:13]=[CH:12][CH:11]=[CH:10][CH:9]=1)([OH:7])[CH3:6].[C:16]1([CH3:26])[CH:21]=[CH:20][C:19]([S:22](Cl)(=[O:24])=[O:23])=[CH:18][CH:17]=1>C(OCC)C>[F:3][C:4]([F:14])([F:15])[C:5]([C:8]1[CH:9]=[CH:10][CH:11]=[CH:12][CH:13]=1)([O:7][S:22]([C:19]1[CH:20]=[CH:21][C:16]([CH3:26])=[CH:17][CH:18]=1)(=[O:24])=[O:23])[CH3:6] |f:0.1|. Procedure details: 0.9 g (30 mmol) of sodium hydride (80% strength dispersion in mineral oil) was added to 5 g (26 mmol) of 1,1,1-trifluoro-2-phenylpropan-2-ol in 125 ml of diethyl ether at room temperature. The mixture was stirred for about 1 hour, and 4.75 g (25 mmol) of toluene-4-sulfonyl chloride were then added in portions. Stirring was carried out for 60 hours at room temperature, after which the undissolved constituents were filtered off and the solution was then cooled. 4.3 g of 1,1,1-trifluoro-2-phenyl-2-... Starting materials: C(CCC)P(CCCC)CCCC (tributylphosphine), N(=NC(=O)N1CCCCC1)C(=O)N1CCCCC1 (1,1′-(azodicarbonyl)dipiperidine), OC(CC=C)C1=CC=C(C#N)C=C1 (4-(1-hydroxy-3-butenyl)benzonitrile), COC=1C=C(C=CC1OC)O (3,4-dimethoxyphenol). Solvent: C1(=CC=CC=C1)C (toluene), C1(=CC=CC=C1)C (toluene). Conditions: time 8 hour. Product: COC=1C=C(OC(CC=C)C2=CC=C(C#N)C=C2)C=CC1OC (4-[1-(3,4-Dimethoxyphenoxy)-3-butenyl]benzonitrile). Isolated yield 68.6%. RXN SMILES: [OH:1][CH:2]([C:6]1[CH:13]=[CH:12][C:9]([C:10]#[N:11])=[CH:8][CH:7]=1)[CH2:3][CH:4]=[CH2:5].[CH3:14][O:15][C:16]1[CH:17]=[C:18](O)[CH:19]=[CH:20][C:21]=1[O:22][CH3:23].C(P(CCCC)CCCC)CCC.N(C(N1CCCCC1)=O)=NC(N1CCCCC1)=O>C1(C)C=CC=CC=1>[CH3:14][O:15][C:16]1[CH:17]=[C:18]([CH:19]=[CH:20][C:21]=1[O:22][CH3:23])[O:1][CH:2]([C:6]1[CH:7]=[CH:8][C:9]([C:10]#[N:11])=[CH:12][CH:13]=1)[CH2:3][CH:4]=[CH2:5]. Reported procedure: A cooled (0° C.) mixture of 4-(1-hydroxy-3-butenyl)benzonitrile (14.6 g, 84.3 mmol) and 3,4-dimethoxyphenol (19.5 g, 125.4 mmol) in toluene (500 mL) was treated with tributylphosphine (32.14 mL of 97% purity, 25.6 g, 126.4 mmol), followed by 1,1′-(azodicarbonyl)dipiperidine (31.8 g, 126.4 mmol). After addition was complete, the reaction mixture thickened and the temperature rose to 15° C. Additional toluene was added (500 mL), and the mixture stirred at rt overnight. The precipitate of tributylp... The reactants are CN1CCCCC1 (N-methylpiperidine), ClC1=CC=C(OCC(C)N)C=C1 (2-(4-chlorophenoxy)-1-methylethylamine), C(C)(C)(C)OC(=O)N[C@H](C(=O)O)CC ((2S)-2-tert-butoxycarbonylaminobutyric acid), ClC(=O)OCC(C)C (isobutyl chloroformate). Run in C(Cl)Cl (methylene chloride), O (Water). Reaction conditions: temperature -20 celsius, time 1 hour. Product: C(C)(C)(C)OC(=O)N[C@H](C(=O)NC(COC1=CC=C(C=C1)Cl)C)CC (2-tert-butoxycarbonylamino-N-[2-(4-chlorophenoxy)-1-methylethyl]-(2S)-butyramide). The yield is 75.8%. Reaction SMILES: CN1CCCCC1.[C:8]([O:12][C:13]([NH:15][C@@H:16]([CH2:20][CH3:21])[C:17]([OH:19])=O)=[O:14])([CH3:11])([CH3:10])[CH3:9].ClC(OCC(C)C)=O.[Cl:30][C:31]1[CH:41]=[CH:40][C:34]([O:35][CH2:36][CH:37]([NH2:39])[CH3:38])=[CH:33][CH:32]=1>C(Cl)Cl.O>[C:8]([O:12][C:13]([NH:15][C@@H:16]([CH2:20][CH3:21])[C:17]([NH:39][CH:37]([CH3:38])[CH2:36][O:35][C:34]1[CH:40]=[CH:41][C:31]([Cl:30])=[CH:32][CH:33]=1)=[O:19])=[O:14])([CH3:9])([CH3:10])[CH3:11]. Procedure details: 2.0 g of N-methylpiperidine was added to a solution containing 4.1 g of (2S)-2-tert-butoxycarbonylaminobutyric acid dissolved in 60 ml of methylene chloride, at -20° C. After the mixture was stirred for 10 minutes at the same temperature, 2.7 g of isobutyl chloroformate was added to the mixture at -40° C., and stirred for 1 hour at -20° C. 3.7 g of 2-(4-chlorophenoxy)-1-methylethylamine was added to this mixture at -60° C., and then the reaction mixture was allowed to sit and warm naturally to r... Reactants: C(C)OC=C(C(=O)OCC)C(=O)C(F)(F)F (ethyl ethoxymethylene-4,4,4-trifluoroacetoacetate), FC(C(=N)N)(F)F (trifluoroacetamidine). The solvent is CCO (EtOH). The product is C(C)OC(=O)C=1C(=NC(=NC1)C(F)(F)F)C(F)(F)F (ethyl-2,4-bis (trifluoromethyl)pyrimidine-5-carboxylate). The yield is 38.9%. RXN SMILES: C(O[CH:4]=[C:5]([C:11]([C:13]([F:16])([F:15])[F:14])=O)[C:6]([O:8][CH2:9][CH3:10])=[O:7])C.[F:17][C:18]([F:23])([F:22])[C:19]([NH2:21])=[NH:20]>CCO>[CH2:9]([O:8][C:6]([C:5]1[C:11]([C:13]([F:14])([F:15])[F:16])=[N:20][C:19]([C:18]([F:23])([F:22])[F:17])=[N:21][CH:4]=1)=[O:7])[CH3:10]. Procedure details: A solution of ethyl ethoxymethylene-4,4,4-trifluoroacetoacetate (15 g, 62.5 mmol) and trifluoroacetamidine (12.6 g, 112.5 mmol) in EtOH (50 mL) was heated at reflux for 24 h under N2. The reaction mixture was cooled and concentrated. Chromatography (SiO2, 20% EtOAc/hexane) afforded ethyl-2,4-bis (trifluoromethyl)pyrimidine-5-carboxylate as an oil (7.0 g, 39%), 1HNMR (CDCl3) δ 9.37 (s, 1H), 3.70 (q, 2H), 1.27 (t, 3H). The reactants are BrCC=1C=C(C=CC1)B1OC(C(O1)(C)C)(C)C (2-(3-(bromomethyl)phenyl)-4,4,5,5-tetramethyl-1,3,2-dioxaborolane), CN1CCNCC1 (methyl piperazine). Run in C1CCOC1 (THF). Product: CC1(OB(OC1(C)C)C=1C=C(CN2CCN(CC2)C)C=CC1)C (1-(3-(4,4,5,5-tetramethyl-1,3,2-dioxaborolan-2-yl)benzyl)-4-methylpiperazine), colorless oil. Reaction SMILES: Br[CH2:2][C:3]1[CH:4]=[C:5]([B:9]2[O:13][C:12]([CH3:15])([CH3:14])[C:11]([CH3:17])([CH3:16])[O:10]2)[CH:6]=[CH:7][CH:8]=1.[CH3:18][N:19]1[CH2:24][CH2:23][NH:22][CH2:21][CH2:20]1>C1COCC1>[CH3:16][C:11]1([CH3:17])[C:12]([CH3:15])([CH3:14])[O:13][B:9]([C:5]2[CH:4]=[C:3]([CH:8]=[CH:7][CH:6]=2)[CH2:2][N:22]2[CH2:23][CH2:24][N:19]([CH3:18])[CH2:20][CH2:21]2)[O:10]1. Reported procedure: 1-(3-(4,4,5,5-tetramethyl-1,3,2-dioxaborolan-2-yl)benzyl)-4-methylpiperazine was prepared by reacting 2-(3-(bromomethyl)phenyl)-4,4,5,5-tetramethyl-1,3,2-dioxaborolane (100 mg, 0.35 mmol) with methyl piperazine (196 μl, 1.76 mmol) in THF at room temperature for 2 hours. The intermediate product was purified by flash chromatography to afford 68 mg of colorless oil.